From a dataset of the Open Reaction Database (ORD), a public repository of structured organic reaction records. describe an organic reaction: reactants, conditions, products, and yield The reactants are CC(=O)O[BH-](OC(C)=O)OC(C)=O, Cc1cc(N2CCNCC2)c2ncccc2c1, COc1ccc2occ(CC(C)=O)c2c1, CC(=O)O, ClCCCl, [Na+]. Yields the product COc1ccc2occ(CC(C)N3CCN(c4cc(C)cc5cccnc45)CC3)c2c1. As a reaction SMILES: [C:33]([O:34][BH-:35]([O:36][C:37](=[O:38])[CH3:39])[O:40][C:41](=[O:42])[CH3:43])(=[O:44])[CH3:45].[CH3:16][c:17]1[cH:18][c:19]2[cH:20][cH:21][cH:22][n:23][c:24]2[c:25]([N:27]2[CH2:28][CH2:29][NH:30][CH2:31][CH2:32]2)[cH:26]1.[CH3:1][O:2][c:3]1[cH:4][cH:5][c:6]2[c:7]([c:8]([CH2:11][C:12](=[O:13])[CH3:14])[cH:9][o:10]2)[cH:15]1.[CH3:51][C:52](=[O:53])[OH:54].[Cl:47][CH2:48][CH2:49][Cl:50].[Na+:46]>>[CH3:1][O:2][c:3]1[cH:4][cH:5][c:6]2[c:7]([c:8]([CH2:11][CH:12]([CH3:14])[N:30]3[CH2:29][CH2:28][N:27]([c:25]4[c:24]5[c:19]([cH:18][c:17]([CH3:16])[cH:26]4)[cH:20][cH:21][cH:22][n:23]5)[CH2:32][CH2:31]3)[cH:9][o:10]2)[cH:15]1. The reactants are BrC1=CN=C2N1N=CC(=N2)C(F)(F)F (7-Bromo-3-trifluoromethylimidazo[1,2-b][1,2,4]triazine), C(#N)C1=C(C=CC=C1)C1=C(C(=CC=C1)B(O)O)F (2′-cyano-2-fluorobiphenyl-3-boronic acid). Product: FC1=C(C=CC=C1C1=CN=C2N1N=CC(=N2)C(F)(F)F)C=2C(=CC=CC2)C#N (2′-Fluoro-3′-(3-trifluoromethylimidazo[1,2-b][1,2,4]triazin-7-yl)biphenyl-2-carbonitrile). The yield is 15.0%. Reaction SMILES: Br[C:2]1[N:6]2[N:7]=[CH:8][C:9]([C:11]([F:14])([F:13])[F:12])=[N:10][C:5]2=[N:4][CH:3]=1.[C:15]([C:17]1[CH:22]=[CH:21][CH:20]=[CH:19][C:18]=1[C:23]1[CH:28]=[CH:27][CH:26]=[C:25](B(O)O)[C:24]=1[F:32])#[N:16]>>[F:32][C:24]1[C:25]([C:2]2[N:6]3[N:7]=[CH:8][C:9]([C:11]([F:14])([F:13])[F:12])=[N:10][C:5]3=[N:4][CH:3]=2)=[CH:26][CH:27]=[CH:28][C:23]=1[C:18]1[C:17]([C:15]#[N:16])=[CH:22][CH:21]=[CH:20][CH:19]=1. Procedure: 7-Bromo-3-trifluoromethylimidazo[1,2-b][1,2,4]triazine was coupled with 2′-cyano-2-fluorobiphenyl-3-boronic acid as described in Example 3, step f, to give 21 mg (15%) of the title compound: mp 167-168° C.; 1H NMR (360 MHz, CDCl3) δ 7.47-7.60 (4H, m), 7.73 (1H, dd, J 1.4, 7.7 Hz), 7.84 (1H, dd, J 0.7, 7.0 Hz), 8.26-8.30 (1H, m), 8.69 (1H, d, J 2.8 Hz), 8.83 (1H, s); MS (ES+) m/z 384 [M+H]+. Anal. Found: C, 59.14; H, 2.75; N, 18.01%. Required for C19H9F4N5.0.2H2O: C, 58.98; H, 2.45; N, 18.10%.